From a dataset of the Open Reaction Database (ORD), a public repository of structured organic reaction records. describe an organic reaction: reactants, conditions, products, and yield The reactants are CCOC(=O)NN, CCOC(=O)NNC(=O)N(O)c1cccc2c1Sc1ccccc1O2, [Na+], C1COCCO1, [OH-], ONc1cccc2c1Sc1ccccc1O2. Product: NNC(=O)N(O)c1cccc2c1Sc1ccccc1O2. RXN SMILES: [CH2:17]([O:18][C:19]([NH:20][NH2:21])=[O:22])[CH3:23].[CH2:24]([O:25][C:26](=[O:27])[NH:29][NH:30][C:31](=[O:32])[N:33]([c:34]1[cH:35][cH:36][cH:37][c:38]2[c:47]1[S:46][c:45]1[c:40]([cH:41][cH:42][cH:43][cH:44]1)[O:39]2)[OH:48])[CH3:28].[Na+:50].[O:51]1[CH2:52][CH2:53][O:54][CH2:55][CH2:56]1.[OH-:49].[c:1]1([NH:2][OH:3])[c:4]2[c:13]([cH:14][cH:15][cH:16]1)[O:12][c:7]1[c:6]([cH:11][cH:10][cH:9][cH:8]1)[S:5]2>>[NH2:29][NH:30][C:31](=[O:32])[N:33]([c:34]1[cH:35][cH:36][cH:37][c:38]2[c:47]1[S:46][c:45]1[c:40]([cH:41][cH:42][cH:43][cH:44]1)[O:39]2)[OH:48]. The reactants are BrC1=NC=2N(C(N(C(C2N1C)=O)C)=O)C (8-Bromo-1,3,7-trimethyl xanthine), COC=1C=C(C=CC1OC)B(O)O (3,4-dimethoxy phenylboronic acid), C([O-])([O-])=O.[K+].[K+] (potassium carbonate). Reagents/catalysts: [Pd].C1(=CC=CC=C1)P(C1=CC=CC=C1)C1=CC=CC=C1.C1(=CC=CC=C1)P(C1=CC=CC=C1)C1=CC=CC=C1.C1(=CC=CC=C1)P(C1=CC=CC=C1)C1=CC=CC=C1.C1(=CC=CC=C1)P(C1=CC=CC=C1)C1=CC=CC=C1 (tetrakis(triphenyl phosphine) palladium (0)). Solvent: O1CCOCC1 (1,4-dioxane). Conditions: temperature 70 celsius. The product is CN1C(=O)N(C=2N=C(N(C2C1=O)C)C1=CC(=C(C=C1)OC)OC)C (1,3,7-trimethyl-8-(3′,4′-dimethoxyphenyl)xanthine), PRO-04-46. Isolated yield 78.0%. RXN SMILES: Br[C:2]1[N:10]([CH3:11])[C:9]2[C:8](=[O:12])[N:7]([CH3:13])[C:6](=[O:14])[N:5]([CH3:15])[C:4]=2[N:3]=1.[CH3:16][O:17][C:18]1[CH:19]=[C:20](B(O)O)[CH:21]=[CH:22][C:23]=1[O:24][CH3:25].C(=O)([O-])[O-].[K+].[K+]>O1CCOCC1.[Pd].C1(P(C2C=CC=CC=2)C2C=CC=CC=2)C=CC=CC=1.C1(P(C2C=CC=CC=2)C2C=CC=CC=2)C=CC=CC=1.C1(P(C2C=CC=CC=2)C2C=CC=CC=2)C=CC=CC=1.C1(P(C2C=CC=CC=2)C2C=CC=CC=2)C=CC=CC=1>[CH3:13][N:7]1[C:8](=[O:12])[C:9]2[N:10]([CH3:11])[C:2]([C:21]3[CH:20]=[CH:19][C:18]([O:17][CH3:16])=[C:23]([O:24][CH3:25])[CH:22]=3)=[N:3][C:4]=2[N:5]([CH3:15])[C:6]1=[O:14] |f:2.3.4,6.7.8.9.10|. Reported procedure: A solution of 8-Bromo-1,3,7-trimethyl xanthine (315 mg, 1.15 mmol) and 3,4-dimethoxy phenylboronic acid (230 mg; 1.26 mmol) in 1,4-dioxane (5 ml) was treated tetrakis(triphenyl phosphine) palladium (0) (88 mg, 0.14 mmol) and potassium carbonate (277 mg, 2.0 mmol). The mixture was heated to 70° C. for 12 hrs under argon atmosphere. The reaction mixture was concentrated under reduced pressure. The residue was purified on a silica gel column eluting with 70% ethyl acetate in hexane to 100% ethyl ac... Starting materials: CCO, O=C1c2ccccc2C(=O)N1CCCOCC1CCN(CC2CN(Cc3ccc(Cl)cc3Cl)CC2c2ccsc2)CC1, NN, O=S(=O)(O)O. The product is NCCCOCC1CCN(CC2CN(Cc3ccc(Cl)cc3Cl)CC2c2ccsc2)CC1. RXN SMILES: [CH3:50][CH2:51][OH:52].[Cl:1][c:2]1[c:3]([CH2:4][N:5]2[CH2:6][CH:7]([CH2:15][N:16]3[CH2:17][CH2:18][CH:19]([CH2:22][O:23][CH2:24][CH2:25][CH2:26][N:27]4[C:28](=[O:29])[c:30]5[cH:31][cH:32][cH:33][cH:34][c:35]5[C:36]4=[O:37])[CH2:20][CH2:21]3)[CH:8]([c:10]3[cH:11][s:12][cH:13][cH:14]3)[CH2:9]2)[cH:38][cH:39][c:40]([Cl:42])[cH:41]1.[NH2:43][NH2:44].[S:45](=[O:46])(=[O:47])([OH:48])[OH:49]>>[Cl:1][c:2]1[c:3]([CH2:4][N:5]2[CH2:6][CH:7]([CH2:15][N:16]3[CH2:17][CH2:18][CH:19]([CH2:22][O:23][CH2:24][CH2:25][CH2:26][NH2:27])[CH2:20][CH2:21]3)[CH:8]([c:10]3[cH:11][s:12][cH:13][cH:14]3)[CH2:9]2)[cH:38][cH:39][c:40]([Cl:42])[cH:41]1. Starting materials: [Cl-].[NH4+] (ammonium chloride), COC=1C=CC(=C(C1)NC(OC(C)(C)C)=O)CC(C1=CSC=C1)=O (tert-butyl [5-methoxy-2-(2-oxo-2-thiophen-3-ylethyl)phenyl]carbamate), [H-].[Na+] (sodium hydride), ClCC1=CC=CC(=N1)C(=O)OC (methyl 6-chloromethylpyridine-2-carboxylate). Solvent: O (water), CN(C=O)C (N,N-dimethylformamide). The product is C(C)(C)(C)OC(=O)NC1=C(C=CC(=C1)OC)C(CC1=CC=CC(=N1)C(=O)OC)C(C1=CSC=C1)=O (Methyl 6-[2-(2-tert-butoxycarbonylamino-4-methoxyphenyl)-3-oxo-3-thiophen-3-ylpropyl]pyridine-2-carboxylate). Isolated yield 78.6%. RXN SMILES: [CH3:1][O:2][C:3]1[CH:4]=[CH:5][C:6]([CH2:17][C:18](=[O:24])[C:19]2[CH:23]=[CH:22][S:21][CH:20]=2)=[C:7]([NH:9][C:10](=[O:16])[O:11][C:12]([CH3:15])([CH3:14])[CH3:13])[CH:8]=1.[H-].[Na+].Cl[CH2:28][C:29]1[N:34]=[C:33]([C:35]([O:37][CH3:38])=[O:36])[CH:32]=[CH:31][CH:30]=1.[Cl-].[NH4+]>CN(C)C=O.O>[C:12]([O:11][C:10]([NH:9][C:7]1[CH:8]=[C:3]([O:2][CH3:1])[CH:4]=[CH:5][C:6]=1[CH:17]([C:18](=[O:24])[C:19]1[CH:23]=[CH:22][S:21][CH:20]=1)[CH2:28][C:29]1[N:34]=[C:33]([C:35]([O:37][CH3:38])=[O:36])[CH:32]=[CH:31][CH:30]=1)=[O:16])([CH3:15])([CH3:13])[CH3:14] |f:1.2,4.5|. Reported procedure: Under an argon atmosphere, to a solution of tert-butyl [5-methoxy-2-(2-oxo-2-thiophen-3-ylethyl)phenyl]carbamate (1.87 g) in N,N-dimethylformamide (27 mL) was added sodium hydride (min. 55% in oil, 247 mg) in five divided portions under ice-cooling with stirring. This mixture was stirred for 70 minutes under ice-cooling. Then, methyl 6-chloromethylpyridine-2-carboxylate (999 mg) was added thereto in one portion, followed by stirring at 35° C. for 16 hours. To the reaction mixture were added a sa... Reactants: C(Cl)Cl (methylene chloride), ClCC=1N(C(=C(N1)C(C)C)SC1=CC(=CC(=C1)Cl)Cl)C (2-chloromethyl-5-(3,5-dichlorophenylthio)-4-isopropyl-1-methyl-1H-imidazole), [C-]#N.[K+] (potassium cyanide). Run in CN(C=O)C (dimethylformamide). Reaction conditions: temperature 72.5 celsius. Yields the product ClC=1C=C(C=C(C1)Cl)SC1=C(N=C(N1C)CC#N)C(C)C ([5-(3,5-dichlorophenylthio)-4-isopropyl-1-methyl-1H-imidazol-2-yl]acetonitrile). Yield: 52.5%. As a reaction SMILES: Cl[CH2:2][C:3]1[N:4]([CH3:20])[C:5]([S:11][C:12]2[CH:17]=[C:16]([Cl:18])[CH:15]=[C:14]([Cl:19])[CH:13]=2)=[C:6]([CH:8]([CH3:10])[CH3:9])[N:7]=1.[C-:21]#[N:22].[K+].C(Cl)Cl>CN(C)C=O>[Cl:19][C:14]1[CH:13]=[C:12]([S:11][C:5]2[N:4]([CH3:20])[C:3]([CH2:2][C:21]#[N:22])=[N:7][C:6]=2[CH:8]([CH3:10])[CH3:9])[CH:17]=[C:16]([Cl:18])[CH:15]=1 |f:1.2|. Procedure: In 13.6 ml of dry dimethylformamide was dissolved 4.75 g (13.6 mmol)of 2-chloromethyl-5-(3,5-dichlorophenylthio)-4-isopropyl-1-methyl-1H-imidazole (28a)and 1.0 g of potassium cyanide (97.5%), and the mixture was stirred with heating at 70 to 75° C. for 24 hours. The reaction mixture was concentrated under reduced pressure, and to the residue, water was added. The mixture was extracted with diethyl ether, and the organic layer was washed with water 3 times and dried over magnesium sulfate. The so... Reactants: CCO, Cl, Cl, NO, [Na+], [Na+], O=C([O-])[O-], O, N=C(N)Cc1noc2ccccc12. Yields the product NC(Cc1noc2ccccc12)=NO. RXN SMILES: [CH3:25][CH2:26][OH:27].[ClH:10].[ClH:1].[NH2:2][OH:3].[Na+:4].[Na+:5].[O-:6][C:7](=[O:8])[O-:9].[OH2:24].[o:11]1[n:12][c:13]([CH2:20][C:21](=[NH:22])[NH2:23])[c:14]2[c:15]1[cH:16][cH:17][cH:18][cH:19]2>>[OH:6][N:23]=[C:21]([CH2:20][c:13]1[n:12][o:11][c:15]2[c:14]1[cH:19][cH:18][cH:17][cH:16]2)[NH2:22]. The reactants are CC(C=CCC(C)COCc1ccccc1)CCO, ClCCl, O=[Cr](=O)=O, c1ccncc1. The product is CC(C=CCC(C)COCc1ccccc1)CC=O. RXN SMILES: [CH2:11]([c:12]1[cH:13][cH:14][cH:15][cH:16][cH:17]1)[O:18][CH2:19][CH:20]([CH2:21][CH:22]=[CH:23][CH:24]([CH2:25][CH2:26][OH:27])[CH3:28])[CH3:29].[Cl:30][CH2:31][Cl:32].[O:7]=[Cr:8](=[O:9])=[O:10].[cH:1]1[cH:2][cH:3][n:4][cH:5][cH:6]1>>[CH2:11]([c:12]1[cH:13][cH:14][cH:15][cH:16][cH:17]1)[O:18][CH2:19][CH:20]([CH2:21][CH:22]=[CH:23][CH:24]([CH2:25][CH:26]=[O:27])[CH3:28])[CH3:29]. The reactants are C(C)OC(CN1C(=NC=2C1=NC=CC2)C2=C(C=CC=C2)Cl)=O (2-(2-chlorophenyl)-3H-imidazo[4,5-b]pyridine-3-acetic acid ethyl ester), [OH-].[Na+] (sodium hydroxide). The solvent is C(C)O.O (ethanol water). The product is ClC1=C(C=CC=C1)C1=NC=2C(=NC=CC2)N1CC(=O)O (2-(2-Chlorophenyl)-3H-imidazo[4,5-b]pyridine-3-acetic acid). RXN SMILES: C([O:3][C:4](=[O:22])[CH2:5][N:6]1[C:10]2=[N:11][CH:12]=[CH:13][CH:14]=[C:9]2[N:8]=[C:7]1[C:15]1[CH:20]=[CH:19][CH:18]=[CH:17][C:16]=1[Cl:21])C.[OH-].[Na+]>C(O)C.O>[Cl:21][C:16]1[CH:17]=[CH:18][CH:19]=[CH:20][C:15]=1[C:7]1[N:6]([CH2:5][C:4]([OH:22])=[O:3])[C:10]2=[N:11][CH:12]=[CH:13][CH:14]=[C:9]2[N:8]=1 |f:1.2,3.4|. Procedure details: A mixture of 9.7 g (0.0308 mole) of 2-(2-chlorophenyl)-3H-imidazo[4,5-b]pyridine-3-acetic acid ethyl ester, 2.5 g (0.0339 mole) of sodium hydroxide (pellets), and 100 ml of ethanol-water (1:1) was refluxed for 1 hr. The ethanol was evaporated and the residual aqueous solution was extracted with methylene chloride (2×30 ml). The aqueous layer was acidified with concentrated hydrochloric acid and filtered. The filter cake was recrystallized from ethanol-water to give 7.0 g (79%). A 2.0-g portion w... Starting materials: CC=1N=CN(C1)C=1C=C(C=C(C1)C(F)(F)F)NC(OC(C)(C)C)=O ([3-(4-Methyl-1H-imidazol-1-yl)-5-(trifluoromethyl)phenyl]-carbamic acid, 1,1-dimethylethyl ester), CC=1N(C=CN1)C=1C=C(C=C(C1)C(F)(F)F)NC(OC(C)(C)C)=O ([3-(2-methyl-1H-imidazol-1-yl)-5-(trifluoromethyl)phenyl]-carbamic acid, 1,1-dimethylethyl ester). Product: CC=1N(C=CN1)C=1C=C(C=C(C1)N)C(F)(F)F (5-(2-Methyl-1H-imidazol-1-yl)-3-(trifluoromethyl)-benzenamine). Reaction SMILES: CC1N=CN(C2C=C(NC(=O)OC(C)(C)C)C=C(C(F)(F)F)C=2)C=1.[CH3:25][C:26]1[N:27]([C:31]2[CH:32]=[C:33]([NH:41]C(=O)OC(C)(C)C)[CH:34]=[C:35]([C:37]([F:40])([F:39])[F:38])[CH:36]=2)[CH:28]=[CH:29][N:30]=1>>[CH3:25][C:26]1[N:27]([C:31]2[CH:36]=[C:35]([C:37]([F:40])([F:38])[F:39])[CH:34]=[C:33]([NH2:41])[CH:32]=2)[CH:28]=[CH:29][N:30]=1. Reported procedure: Utilising the procedure described in Example 91d, but employing [3-(4-methyl-1H-imidazol-1-yl)-5-(trifluoromethyl)phenyl]-carbamic acid, 1,1-dimethylethyl ester (Example 92c) in lieu of [3-(2-methyl-1H-imidazol-1-yl)-5-(trifluoromethyl)phenyl]-carbamic acid, 1,1-dimethylethyl ester, afforded the title compound as a colourless crystalline solid, m.p. 127–131° C. Reactants: NC=1C=C(OC=2C=CC=3N(C2)C=C(N3)NC(=O)C3CC3)C=CC1 (N-[6-(3-aminophenoxy)imidazo[1,2-a]pyridin-2-yl]cyclopropanecarboxamide), N(=C=O)C(C)C (2-isocyanatopropane), N1=CC=CC=C1 (pyridine). Run in C(O)([O-])=O.[Na+] (sodium hydrogen carbonate). Reaction conditions: temperature 80 celsius, time 23 hour. Yields the product C(C)(C)NC(=O)NC=1C=C(OC=2C=CC=3N(C2)C=C(N3)NC(=O)C3CC3)C=CC1 (N-[6-(3-{[isopropylcarbamoyl]amino}phenoxy)imidazo[1,2-a]pyridin-2-yl]cyclopropanecarboxamide). The yield is 61.3%. RXN SMILES: [NH2:1][C:2]1[CH:3]=[C:4]([CH:21]=[CH:22][CH:23]=1)[O:5][C:6]1[CH:7]=[CH:8][C:9]2[N:10]([CH:12]=[C:13]([NH:15][C:16]([CH:18]3[CH2:20][CH2:19]3)=[O:17])[N:14]=2)[CH:11]=1.[N:24]([CH:27]([CH3:29])[CH3:28])=[C:25]=[O:26].N1C=CC=CC=1>C(=O)([O-])O.[Na+]>[CH:27]([NH:24][C:25]([NH:1][C:2]1[CH:3]=[C:4]([CH:21]=[CH:22][CH:23]=1)[O:5][C:6]1[CH:7]=[CH:8][C:9]2[N:10]([CH:12]=[C:13]([NH:15][C:16]([CH:18]3[CH2:20][CH2:19]3)=[O:17])[N:14]=2)[CH:11]=1)=[O:26])([CH3:29])[CH3:28] |f:3.4|. Procedure: A mixture of N-[6-(3-aminophenoxy)imidazo[1,2-a]pyridin-2-yl]cyclopropanecarboxamide (19.3 mg, 0.063 mmol), 2-isocyanatopropane (25.3 mg, 0.297 mmol) and pyridine (1.5 mL) was stirred at 80° C. for 23 hr. The reaction mixture was diluted with aqueous sodium hydrogen carbonate solution and extracted with ethyl acetate. The organic layer was concentrated, and the residue was purified by preparative HPLC to give the title compound (15.2 mg, 62%).